This data is from the Open Reaction Database (ORD), a public repository of structured organic reaction records. The task is: describe an organic reaction: reactants, conditions, products, and yield As a reaction SMILES: [C:1]([C:3]1[CH2:20][CH2:19][C@@:18]2([CH3:21])[C:5](=[CH:6][CH2:7][C@@H:8]3[C@@H:17]2[CH2:16][CH2:15][C@@:13]2([CH3:14])[C@H:9]3[CH2:10][CH2:11][C@@H:12]2[C:22](=[O:30])SC2C=CC=CN=2)[CH:4]=1)#[N:2].[CH3:31][C:32]1[CH:37]=[CH:36][C:35]([CH2:38][C@H:39]([NH2:46])[C:40]2[CH:45]=[CH:44][CH:43]=[CH:42][CH:41]=2)=[CH:34][CH:33]=1>>[CH3:31][C:32]1[CH:33]=[CH:34][C:35]([CH2:38][C@H:39]([NH:46][C:22]([C@H:12]2[CH2:11][CH2:10][C@H:9]3[C@H:8]4[C@H:17]([CH2:16][CH2:15][C@:13]23[CH3:14])[C@:18]2([CH3:21])[C:19]([CH:20]=[C:3]([C:1]#[N:2])[CH2:4][CH2:5]2)=[CH:6][CH2:7]4)=[O:30])[C:40]2[CH:41]=[CH:42][CH:43]=[CH:44][CH:45]=2)=[CH:36][CH:37]=1. Yield: 77.0%. Product: CC1=CC=C(C=C1)C[C@@H](C1=CC=CC=C1)NC(=O)[C@@H]1[C@]2(C)[C@@H](CC1)[C@@H]1CC=C3C=C(CC[C@]3(C)[C@H]1CC2)C#N (N-[(1S)-2-(4-Methylphenyl)-1-phenylethyl]-3-cyanoandrosta-3,5-diene-17β-carboxamide). The reactants are C(#N)C1=CC2=CC[C@H]3[C@@H]4CC[C@@H]([C@@]4(C)CC[C@@H]3[C@]2(CC1)C)C(SC1=NC=CC=C1)=O (S-2-pyridyl 3-cyanoandrosta-3,5-diene-17β-thiocarboxylate), CC1=CC=C(C=C1)C[C@@H](C1=CC=CC=C1)N ((S)-2-(4-methylphenyl)-1-phenylethylamine). Procedure: Following a procedure similar to that described in Example 3(b), but using S-2-pyridyl 3-cyanoandrosta-3,5-diene-17β-thiocarboxylate [prepared as described in Example 3(a)] and (S)-2-(4-methylphenyl)-1-phenylethylamine as starting materials, in relative proportions similar to those used in that Example, the title compound was obtained in a yield of 77%.